From a dataset of the Open Reaction Database (ORD), a public repository of structured organic reaction records. describe an organic reaction: reactants, conditions, products, and yield The reactants are Brc1ccc2ncccc2c1, O=N[O-], [NH4+], [Na+], [OH-], O=[N+]([O-])O, O=S(=O)(O)O. Product: O=[N+]([O-])c1c(Br)ccc2ncccc12. Reaction SMILES: [Br:1][c:2]1[cH:3][c:4]2[cH:5][cH:6][cH:7][n:8][c:9]2[cH:10][cH:11]1.[N:12](=[O:13])[O-:14].[NH4+:20].[Na+:15].[OH-:21].[OH:16][N+:17](=[O:18])[O-:19].[S:22](=[O:23])(=[O:24])([OH:25])[OH:26]>>[Br:1][c:2]1[c:3]([N+:12](=[O:13])[O-:14])[c:4]2[cH:5][cH:6][cH:7][n:8][c:9]2[cH:10][cH:11]1. The reactants are COC(CN)OC, ClCCl, O=C=Nc1cccc(I)c1. The product is COC(CNC(=O)Nc1cccc(I)c1)OC. As a reaction SMILES: [CH3:11][O:12][CH:13]([CH2:14][NH2:15])[O:16][CH3:17].[Cl:18][CH2:19][Cl:20].[I:1][c:2]1[cH:3][c:4]([N:8]=[C:9]=[O:10])[cH:5][cH:6][cH:7]1>>[I:1][c:2]1[cH:3][c:4]([NH:8][C:9](=[O:10])[NH:15][CH2:14][CH:13]([O:12][CH3:11])[O:16][CH3:17])[cH:5][cH:6][cH:7]1.